This data is from the Open Reaction Database (ORD), a public repository of structured organic reaction records. The task is: describe an organic reaction: reactants, conditions, products, and yield Reactants: COC1=CC(=CC=C1)N (m-anisidine), cuprous chloride dihydrate, CN1C(C=CC1=O)=O (N-methylmaleimide), Cl (hydrochloric acid), N(=O)[O-].[Na+] (sodium nitrite). The solvent is O (water), CC(=O)C (acetone), O (water), CC(=O)C (acetone), C1=CC=CC=C1 (benzene). Conditions: temperature 0 celsius. Product: COC=1C=C(C=CC1)C=1C(=O)N(C(C1)=O)C (2-(m-methoxyphenyl)-N-methylmaleimide). RXN SMILES: [CH3:1][O:2][C:3]1[CH:8]=[CH:7][CH:6]=[C:5](N)[CH:4]=1.Cl.N([O-])=O.[Na+].[CH3:15][N:16]1[C:20](=[O:21])[CH:19]=[CH:18][C:17]1=[O:22]>C1C=CC=CC=1.CC(C)=O.O>[CH3:1][O:2][C:3]1[CH:4]=[C:5]([C:18]2[C:17]([N:16]([CH3:15])[C:20](=[O:21])[CH:19]=2)=[O:22])[CH:6]=[CH:7][CH:8]=1 |f:2.3|. Procedure: A 92.3 g. portion of m-anisidine is dissolved in 225 ml. of concentrated hydrochloric acid, 150 ml. of water and 150 g. of ice and cooled to 0° C. This mixture is diazotized carefully with vigorous stirring at 0°-5° C. with 52.5 g. of sodium nitrite in 120 ml. of water. This mixture is then added to 83.25 g. of N-methylmaleimide in 225 ml. of acetone at 0° C. The pH is adjusted to 3.0 and 25.5 g. of cuprous chloride dihydrate is added in one portion followed by 200 ml. of acetone, with stirring.... The reactants are CC(C#N)C1=CC(=C(C=C1)C1CCCCC1)F (α-methyl-4-cyclohexyl-3-fluorophenylacetonitrile), [S] (sulphur). Run in C1(=CC=CC=C1)OC1=CC=CC=C1 (diphenyl ether), CC(=O)C (acetone). Run at temperature 250 celsius, time 4 hour. Product: CC(C#N)C1=CC(=C(C=C1)C1=CC=CC=C1)F (α-methyl-(2-fluoro-4-biphenylyl)acetonitrile). The yield is 75.0%. Reaction SMILES: [CH3:1][CH:2]([C:5]1[CH:10]=[CH:9][C:8]([CH:11]2[CH2:16][CH2:15][CH2:14][CH2:13][CH2:12]2)=[C:7]([F:17])[CH:6]=1)[C:3]#[N:4].[S]>C1(OC2C=CC=CC=2)C=CC=CC=1.CC(C)=O>[CH3:1][CH:2]([C:5]1[CH:10]=[CH:9][C:8]([C:11]2[CH:16]=[CH:15][CH:14]=[CH:13][CH:12]=2)=[C:7]([F:17])[CH:6]=1)[C:3]#[N:4] |^3:17|. Procedure: A mixture of 6.93 g of α-methyl-4-cyclohexyl-3-fluorophenylacetonitrile (nD20 1.5182) and 3.46 g of sulphur in 15 ml of diphenyl ether was subjected to heating with stirring at 250° C. for 4 hours. The resulting reaction liquid was diluted with acetone, and the insoluble substances therein were removed by filtration. The filtrate was concentrated and then distilled to obtain 5.06 g of α-methyl-(2-fluoro-4-biphenylyl)acetonitrile.